This data is from the Open Reaction Database (ORD), a public repository of structured organic reaction records. The task is: describe an organic reaction: reactants, conditions, products, and yield As a reaction SMILES: [CH2:1]([C:3]1[C:4]([O:15][CH3:16])=[N:5][C:6]2[N:7]([CH:10]=[C:11]([CH:13]=[O:14])[N:12]=2)[C:8]=1[CH3:9])[CH3:2].[O:17]1[CH2:22][CH2:21][CH2:20][CH2:19][CH:18]1[O:23][CH2:24][C:25]#[C:26][Mg]Br>>[CH2:1]([C:3]1[C:4]([O:15][CH3:16])=[N:5][C:6]2[N:7]([CH:10]=[C:11]([C:13](=[O:14])[C:26]#[C:25][CH2:24][O:23][CH:18]3[CH2:19][CH2:20][CH2:21][CH2:22][O:17]3)[N:12]=2)[C:8]=1[CH3:9])[CH3:2]. Product: C(C)C=1C(=NC=2N(C1C)C=C(N2)C(C#CCOC2OCCCC2)=O)OC (1-(6-ethyl-7-methoxy-5-methylimidazol[1,2-a]pyrimidin-2-yl)-4-(tetrahydropyran-2-yloxy)-2-butyn-1-one). The reactants are C(C)C=1C(=NC=2N(C1C)C=C(N2)C=O)OC (6-ethyl-7-methoxy-5-methylimidazo[1,2-a]pyrimidin-2-carboxaldehyde), O1C(CCCC1)OCC#C[Mg]Br (3-(tetrahydropyran-2-yloxy)-1-propynyl-magnesium bromide). Procedure: 6-ethyl-7-methoxy-5-methylimidazo[1,2-a]pyrimidin-2-carboxaldehyde and 3-(tetrahydropyran-2-yloxy)-1-propynyl-magnesium bromide [J. Chem. Soc., 1950, 3646] were reacted by the method of Step A of Example 1 to obtain 1-(6-ethyl-7-methoxy-5-methylimidazol[1,2-a]pyrimidin-2-yl)-4-(tetrahydropyran-2-yloxy)-2-butyn-1-one. The reactants are [H-].[Al+3].[Li+].[H-].[H-].[H-] (lithium aluminum hydride), C(C1=CC=CC=C1)N1C(C2CNCC2C1=O)=O (2-Benzyltetrahydropyrrolo[3,4-c]pyrrole-1,3-dione), [OH-].[Na+] (NaOH), O (water), O (water). The solvent is C1CCOC1 (THF), ClCCl (dichloromethane). Run at temperature 0 celsius, time 1.5 hour. Yields the product C(C1=CC=CC=C1)N1CC2CNCC2C1 (2-Benzyloctahydropyrrolo[3,4-c]pyrrole). Yield: 92.0%. RXN SMILES: [H-].[Al+3].[Li+].[H-].[H-].[H-].[CH2:7]([N:14]1[C:21](=O)[CH:20]2[CH:16]([CH2:17][NH:18][CH2:19]2)[C:15]1=O)[C:8]1[CH:13]=[CH:12][CH:11]=[CH:10][CH:9]=1.O.[OH-].[Na+]>C1COCC1.ClCCl>[CH2:7]([N:14]1[CH2:15][CH:16]2[CH:20]([CH2:19][NH:18][CH2:17]2)[CH2:21]1)[C:8]1[CH:13]=[CH:12][CH:11]=[CH:10][CH:9]=1 |f:0.1.2.3.4.5,8.9|. Procedure details: A solution of lithium aluminum hydride (15.0 mL, 1.0 M solution in ether) was added dropwise to a solution of compound 2 (1.15 g) in THF (50 mL) and dichloromethane (40 mL) at 0° C. The reaction mixture was stirred an additional 1.5 hour at 0° C. and water (0.5 mL) was added followed by the addition of aqueous NaOH solution (0.5 mL, 20%) and then water (1.5 mL). The resulting solids was filtered off and the filtrate was concentrated in vacuo. The residue was purified by flash chromatography to p... Reactants: BrC=1C=C2C(C(=CN(C2=NC1N1CCCC1)C(C)(C)C)C(=O)OCC)=O (ethyl 6-bromo-1-tert-butyl-4-oxo-7-pyrrolidin-1-yl-1,4-dihydro-1,8-naphthyridine-3-carboxylate), Cl.C(C)O (HCl ethanol). The solvent is O (water). The product is BrC=1C=C2C(C(=CNC2=NC1N1CCCC1)C(=O)O)=O (6-bromo-4-oxo-7-pyrrolidin-1-yl-1,4-dihydro-1,8-naphthyridine-3-carboxylic acid). As a reaction SMILES: [Br:1][C:2]1[CH:3]=[C:4]2[C:9](=[N:10][C:11]=1[N:12]1[CH2:16][CH2:15][CH2:14][CH2:13]1)[N:8](C(C)(C)C)[CH:7]=[C:6]([C:21]([O:23]CC)=[O:22])[C:5]2=[O:26].Cl.C(O)C>O>[Br:1][C:2]1[CH:3]=[C:4]2[C:9](=[N:10][C:11]=1[N:12]1[CH2:16][CH2:15][CH2:14][CH2:13]1)[NH:8][CH:7]=[C:6]([C:21]([OH:23])=[O:22])[C:5]2=[O:26] |f:1.2|. Procedure details: A solution of Example 79A (128 mg) in 1:1 6M HCl/ethanol (15 mL) was refluxed for 24 hours then cooled, diluted with water, and filtered. NMR (300 MHz, DMSO) δ 15.22 (s, 1H), 13.11 (br s, 1H), 8.47 (s, 1H), 8.38 (s, 1H), 3.84-3.80 (m, 4H), 1.95-1.91 (m, 4H). The reactants are C(C)(C)(C)OC(=O)N1CCC2=C(N(N=C2CC1)C(C)(C)C)OS(=O)(=O)C(F)(F)F (2-(tert-butyl)-3-trifluoromethanesulfonyloxy-4,5,7,8-tetrahydro-2H-1,2,6-triaza-azulene-6-carboxylic acid tert-butyl ester), S1C(=CC=C1)B(O)O (2-thiopheneboronic acid). Yields the product C(C)(C)(C)N1N=C2CCNCCC2=C1C=1SC=CC1 (2-tert-Butyl-3-thiophen-2-yl-2,4,5,6,7,8-hexahydro-1,2,6-triaza-azulene). Yield: 65.5%. Reaction SMILES: C(OC([N:8]1[CH2:17][CH2:16][C:15]2[C:11](=[C:12](OS(C(F)(F)F)(=O)=O)[N:13]([C:18]([CH3:21])([CH3:20])[CH3:19])[N:14]=2)[CH2:10][CH2:9]1)=O)(C)(C)C.[S:30]1[CH:34]=[CH:33][CH:32]=[C:31]1B(O)O>>[C:18]([N:13]1[C:12]([C:31]2[S:30][CH:34]=[CH:33][CH:32]=2)=[C:11]2[C:15]([CH2:16][CH2:17][NH:8][CH2:9][CH2:10]2)=[N:14]1)([CH3:19])([CH3:20])[CH3:21]. Procedure: The title compound (83 mg) was prepared according to Example 215 using 203 mg of 2-(tert-butyl)-3-trifluoromethanesulfonyloxy-4,5,7,8-tetrahydro-2H-1,2,6-triaza-azulene-6-carboxylic acid tert-butyl ester (Example 215, Step A) and 176 mg of 2-thiopheneboronic acid. MS (ESI): exact mass calculated for C15H21N3S, 275.15. found, m/z 276.4 [M+H]+. 1H NMR (500 MHz, CD3OD): 7.57-7.56 (m, 1H), 7.08-7.06 (m, 1H), 7.01-7.00 (m, 1H), 3.29-3.27 (m, 2H), 3.17-3.14 (m, 2H), 2.51-2.48 (m, 2H), 1.37 (s, 9H). Reactants: [Al+3], CCCn1ncc(C#N)c1NC(c1ccccc1)(c1ccccc1)c1ccccc1, [F-], [H-], [H-], [H-], [H-], [Li+], [Na+], C1CCOC1, O. The product is CCCn1ncc(CN)c1NC(c1ccccc1)(c1ccccc1)c1ccccc1. Reaction SMILES: [Al+3:2].[CH2:7]([CH2:8][CH3:9])[n:10]1[n:11][cH:12][c:13]([C:35]#[N:36])[c:14]1[NH:15][C:16]([c:17]1[cH:18][cH:19][cH:20][cH:21][cH:22]1)([c:23]1[cH:24][cH:25][cH:26][cH:27][cH:28]1)[c:29]1[cH:30][cH:31][cH:32][cH:33][cH:34]1.[F-:37].[H-:1].[H-:4].[H-:5].[H-:6].[Li+:3].[Na+:38].[O:40]1[CH2:41][CH2:42][CH2:43][CH2:44]1.[OH2:39]>>[CH2:7]([CH2:8][CH3:9])[n:10]1[n:11][cH:12][c:13]([CH2:35][NH2:36])[c:14]1[NH:15][C:16]([c:17]1[cH:18][cH:19][cH:20][cH:21][cH:22]1)([c:23]1[cH:24][cH:25][cH:26][cH:27][cH:28]1)[c:29]1[cH:30][cH:31][cH:32][cH:33][cH:34]1.